Dataset: the Open Reaction Database (ORD), a public repository of structured organic reaction records. Task: describe an organic reaction: reactants, conditions, products, and yield Starting materials: NC=1C(=NC=CC1N)Cl (3,4-diamino-2-chloropyridine), [N+](=O)([O-])C1=CC=C(C=C1)N=C=S (4-nitrophenyl isothiocyanate), CC(C)N=C=NC(C)C (N,N-diisopropylcarbodiimide). Run in CN(C)C=O (DMF). Conditions: time 6 hour. The product is ClC1=NC=CC2=C1NC(=N2)NC2=CC=C(C=C2)[N+](=O)[O-] (4-chloro-2-(4-nitrophenylamino)-3H-imidazo-[4,5-c]pyridine). Yield: 82.9%. As a reaction SMILES: [NH2:1][C:2]1[C:3]([Cl:9])=[N:4][CH:5]=[CH:6][C:7]=1[NH2:8].[N+:10]([C:13]1[CH:18]=[CH:17][C:16]([N:19]=[C:20]=S)=[CH:15][CH:14]=1)([O-:12])=[O:11].CC(N=C=NC(C)C)C>CN(C=O)C>[Cl:9][C:3]1[C:2]2[NH:1][C:20]([NH:19][C:16]3[CH:15]=[CH:14][C:13]([N+:10]([O-:12])=[O:11])=[CH:18][CH:17]=3)=[N:8][C:7]=2[CH:6]=[CH:5][N:4]=1. Reported procedure: 3.1 A solution of 0.72 g of 3,4-diamino-2-chloropyridine, 0.9 g of 4-nitrophenyl isothiocyanate and 0.78 ml of N,N-diisopropylcarbodiimide in 30 ml of DMF is stirred at room temperature for 16 hours, then at 500 for 6 hours. The solvent is separated off, and the residue is crystallised from methanol, giving 1.2 g of 4-chloro-2-(4-nitrophenylamino)-3H-imidazo-[4,5-c]pyridine (“6”). Reactants: C(C1=CC(OC)=C(OC)C=C1)=O (veratraldehyde), C1(=CC=CC=C1)C(=O)C(O)C1=CC=CC=C1 (benzoin), [C-]#N.[K+] (potassium cyanide), Cl (hydrogen chloride), COC=1C=C(C=CC1OC)C(=O)C(O)C1=C(C=CC=C1)F (3,4-dimethoxy-2'-fluorobenzoin), methanesulfonate ester, N1C(NCCCC1)=S (hexahydro-2H-1,3-diazepin-2-thione), ester, FC1=C(C=O)C=CC=C1 (o-fluorobenzaldehyde), methanesulfonate ester. Solvent: C(C)O (ethanol), CC(=O)C (acetone). Run at time 3 day. The product is Cl.COC=1C=C(C=CC1OC)C1(C(SC=2N1CCCCN2)C2=C(C=CC=C2)F)O (3-(3,4-Dimethoxyphenyl)-2-(o-fluorophenyl)-2,3,5,6,7,8-hexahydrothiazolo[3,2-a][1,3]diazepin-3-ol hydrochloride). RXN SMILES: C(=O)C1C=CC(OC)=C(OC)C=1.FC1C=CC=CC=1C=O.[C-]#N.[K+].[CH3:25][O:26][C:27]1[CH:28]=[C:29]([C:35]([CH:37]([C:39]2[CH:44]=[CH:43][CH:42]=[CH:41][C:40]=2[F:45])O)=[O:36])[CH:30]=[CH:31][C:32]=1[O:33][CH3:34].C1(C(C(C2C=CC=CC=2)O)=O)C=CC=CC=1.[NH:62]1[CH2:68][CH2:67][CH2:66][CH2:65][NH:64][C:63]1=[S:69].[ClH:70]>CC(C)=O.C(O)C>[ClH:70].[CH3:25][O:26][C:27]1[CH:28]=[C:29]([C:35]2([OH:36])[N:64]3[CH2:65][CH2:66][CH2:67][CH2:68][N:62]=[C:63]3[S:69][CH:37]2[C:39]2[CH:44]=[CH:43][CH:42]=[CH:41][C:40]=2[F:45])[CH:30]=[CH:31][C:32]=1[O:33][CH3:34] |f:2.3,10.11|. Procedure: A mixture consisting of 16.6 g. of veratraldehyde, 12.5 g. of o-fluorobenzaldehyde, 8 g. of potassium cyanide, and 100 ml of 65% ethanol is reacted as described in Example 20, yielding 12.5 g. of 3,4-dimethoxy-2'-fluorobenzoin, m.p. 126°-128° C. A 5.8 g. portion of the benzoin derivative is converted to its methanesulfonate ester by the procedure of Example 20, giving 6.7 g. of the ester melting at 111°-113° C. 2.58 g. of the methanesulfonate ester, 0.91 g. of hexahydro-2H-1,3-diazepin-2-thione,... Starting materials: CC=1N(C=CN1)CC(=O)C=1C=C(C#N)C=CC1 (3-(2-Methylimidazol-1-yl-acetyl)-benzonitrile), N1=C(C=NC=C1)NC(=S)N (pyrazinyl-2-thiourea), II (iodine), N1=CC=CC=C1 (pyridine). The solvent is O (water). Yields the product CC=1N(C=CN1)C1=C(N=C(S1)NC1=NC=CN=C1)C=1C=C(C#N)C=CC1 (3-[5-(2-Methyl-imidazol-1-yl)-2-(pyrazin-2-ylamino)-thiazol-4-yl]-benzonitrile). As a reaction SMILES: [CH3:1][C:2]1[N:3]([CH2:7][C:8]([C:10]2[CH:11]=[C:12]([CH:15]=[CH:16][CH:17]=2)[C:13]#[N:14])=O)[CH:4]=[CH:5][N:6]=1.[N:18]1[CH:23]=[CH:22][N:21]=[CH:20][C:19]=1[NH:24][C:25]([NH2:27])=[S:26].II.N1C=CC=CC=1>O>[CH3:1][C:2]1[N:3]([C:7]2[S:26][C:25]([NH:24][C:19]3[CH:20]=[N:21][CH:22]=[CH:23][N:18]=3)=[N:27][C:8]=2[C:10]2[CH:11]=[C:12]([CH:15]=[CH:16][CH:17]=2)[C:13]#[N:14])[CH:4]=[CH:5][N:6]=1. Procedure details: 3-(2-Methylimidazol-1-yl-acetyl)-benzonitrile (13.8 g, 0.06 mol) is mixed with pyrazinyl-2-thiourea (9.4 g, 0.06 mol), iodine (15.6 g, 0.06 mol) and pyridine (60 ml). The mixture is stirred, initially at room temperature and then at 60° C. overnight (17.5 hours). The mixture obtained is allowed to cool to room temperature and water (50 ml) added. The solid obtained is filtered off, stirred in water (50 ml) for 30 minutes, and filtered off again. The resulting solid is dried at 40° C. in vacuo ov... Starting materials: CC(CC(=O)Cl)(C)C (3,3-Dimethylbutanoyl chloride), BrC1=CC(=C(C=C1)N)C (4-Bromo-2-methyl-phenylamine), O (Water). The product is BrC1=CC(=C(C=C1)NC(CC(C)(C)C)=O)C (N-(4-Bromo-2-methyl-phenyl)-3,3-dimethylbutanamide). Run at time 8 hour. Yield: 54.1%. Run in C(C)#N (acetonitrile). Reported procedure: 3,3-Dimethylbutanoyl chloride (724 mg, 0.75 mL, 5.4 mmol) was added to a solution of 4-Bromo-2-methyl-phenylamine (1.0 g, 5.4 mmol) in acetonitrile (10 mL). The reaction mixture was stirred at room temperature overnight. Water was added to the mixture and the precipitate formed collected to give the title compound as a powder (830 mg, 56% yield). As a reaction SMILES: [CH3:1][C:2]([CH3:8])([CH3:7])[CH2:3][C:4](Cl)=[O:5].[Br:9][C:10]1[CH:15]=[CH:14][C:13]([NH2:16])=[C:12]([CH3:17])[CH:11]=1.O>C(#N)C>[Br:9][C:10]1[CH:15]=[CH:14][C:13]([NH:16][C:4](=[O:5])[CH2:3][C:2]([CH3:8])([CH3:7])[CH3:1])=[C:12]([CH3:17])[CH:11]=1. Reactants: 12-(dicyclohexylphosphino)-2′ (N,N-dimethylamino) biphenyl, CC(C)([O-])C.[Na+] (sodium tert-butoxide), FC=1C=C2C(=CC1)N(CC21CCN(CC1)C1CCNCC1)C(=O)N(C)C (5-fluoro-N,N-dimethyl-1′-(piperidin-4-yl)spiro[indoline-3,4′-piperidine]-1-carboxamide), IC1=NC=CN=C1 (2-iodo pyrazine), O1CCOCC1 (dioxane). The reagents and catalysts are C=1C=CC(=CC1)/C=C/C(=O)/C=C/C2=CC=CC=C2.C=1C=CC(=CC1)/C=C/C(=O)/C=C/C2=CC=CC=C2.C=1C=CC(=CC1)/C=C/C(=O)/C=C/C2=CC=CC=C2.[Pd].[Pd] (Pd2(dba)3). The solvent is CC#N (CH3CN). Run at temperature 80 celsius, time 16 hour. Product: FC=1C=C2C(=CC1)N(CC21CCN(CC1)C1CCN(CC1)C1=NC=CN=C1)C(=O)N(C)C (5-fluoro-N,N-dimethyl-1′-(1-(pyrazin-2-yl)piperidin-4-yl)spiro[indoline-3,4′-piperidine]-1-carboxamide). RXN SMILES: CC(C)([O-])C.[Na+].[F:7][C:8]1[CH:9]=[C:10]2[C:16]3([CH2:21][CH2:20][N:19]([CH:22]4[CH2:27][CH2:26][NH:25][CH2:24][CH2:23]4)[CH2:18][CH2:17]3)[CH2:15][N:14]([C:28]([N:30]([CH3:32])[CH3:31])=[O:29])[C:11]2=[CH:12][CH:13]=1.I[C:34]1[CH:39]=[N:38][CH:37]=[CH:36][N:35]=1.O1CCOCC1>C1C=CC(/C=C/C(/C=C/C2C=CC=CC=2)=O)=CC=1.C1C=CC(/C=C/C(/C=C/C2C=CC=CC=2)=O)=CC=1.C1C=CC(/C=C/C(/C=C/C2C=CC=CC=2)=O)=CC=1.[Pd].[Pd].CC#N>[F:7][C:8]1[CH:9]=[C:10]2[C:16]3([CH2:21][CH2:20][N:19]([CH:22]4[CH2:27][CH2:26][N:25]([C:34]5[CH:39]=[N:38][CH:37]=[CH:36][N:35]=5)[CH2:24][CH2:23]4)[CH2:18][CH2:17]3)[CH2:15][N:14]([C:28]([N:30]([CH3:32])[CH3:31])=[O:29])[C:11]2=[CH:12][CH:13]=1 |f:0.1,5.6.7.8.9|. Reported procedure: Pd2(dba)3 (0.5 mol %, 5.175 mg), ligand 12-(dicyclohexylphosphino)-2′ (N,N-dimethylamino) biphenyl (7.86 mg, 20 mol %), and sodium tert-butoxide (13.45 mg, 0.14 mmol) were weighed in air and transferred into a microwave tube. 5-fluoro-N,N-dimethyl-1′-(piperidin-4-yl)spiro[indoline-3,4′-piperidine]-1-carboxamide 4ba (36.0 mg, 0.1 mmol) and 2-iodo pyrazine (20.5 mg, 0.1 μmol) and 1 mL of dioxane were added. The tube was purged with N2 and stirred at 80° C. for 16 hours. The reaction was diluted wi... The reactants are C(C)(C)(C)[Li] (tert-butyllithium), FC=1C(=C(C2=C(C=CO2)C1)Br)F (5,6-difluoro-7-bromobenzofuran), C(C)(C)(C)OC(=O)N1C(CC(CC1)=O)C (1-(tert-butoxycarbonyl)-2-methyl-4-oxo-piperidine). Run in O1CCCC1 (tetrahydrofuran), O1CCCC1 (tetrahydrofuran). Conditions: time 30 minute. Yields the product C(C)(C)(C)OC(=O)N1C(CC(CC1)(C1=C(C(=CC=2C=COC21)F)F)O)C (1-(tert-butoxycarbonyl)-2-methyl-4-hydroxy-4-(5,6-difluorobenzofur-7-yl)piperidine). RXN SMILES: [F:1][C:2]1[C:3]([F:12])=[C:4](Br)[C:5]2[O:9][CH:8]=[CH:7][C:6]=2[CH:10]=1.C([Li])(C)(C)C.[C:18]([O:22][C:23]([N:25]1[CH2:30][CH2:29][C:28](=[O:31])[CH2:27][CH:26]1[CH3:32])=[O:24])([CH3:21])([CH3:20])[CH3:19]>O1CCCC1>[C:18]([O:22][C:23]([N:25]1[CH2:30][CH2:29][C:28]([OH:31])([C:4]2[C:5]3[O:9][CH:8]=[CH:7][C:6]=3[CH:10]=[C:2]([F:1])[C:3]=2[F:12])[CH2:27][CH:26]1[CH3:32])=[O:24])([CH3:21])([CH3:19])[CH3:20]. Procedure details: A solution of 2.28 gm (9.8 mMol) 5,6-difluoro-7-bromobenzofuran in 30 mL tetrahydrofuran was cooled to −78° C. and then 9.8 mL (19.6 mMol) tert-butyllithium (1.7M in tetrahydrofuran) were added. After stirring for 30 minutes, a solution of 1.9 gm (8.9 mMol) 1-(tert-butoxycarbonyl)-2-methyl-4-oxo-piperidine in 20 mL tetrahydrofuran was added dropwise over 30 minutes. The reaction mixture was allowed to warm to room temperature over 16 hours and was then concentrated under reduced pressure. The re... The reactants are C(=O)([O-])[O-].[K+].[K+] (K2CO3), CI (methyl iodide), ClC1=C(C=C(C=C1)Cl)O (2,5-dichlorophenol). The solvent is CC(=O)C (acetone). Run at time 20 hour. Product: ClC1=C(C=C(C=C1)Cl)OC (2,5-Dichloroanisole). Isolated yield 93.0%. As a reaction SMILES: [C:1]([O-:4])([O-])=O.[K+].[K+].CI.[Cl:9][C:10]1[CH:15]=[CH:14][C:13]([Cl:16])=[CH:12][C:11]=1O>CC(C)=O>[Cl:9][C:10]1[CH:15]=[CH:14][C:13]([Cl:16])=[CH:12][C:11]=1[O:4][CH3:1] |f:0.1.2|. Procedure: Anhydrous K2CO3 (21.9 g, 0.159 mol) and methyl iodide (10.8 mL, 0.178 mol) were added to a solution of 2,5-dichlorophenol (23.5 g, 0.144 mol) in 215 mL acetone. The reaction was allowed to stir at room temperature for 20 hours, then filtered through a celite pad. The filtrate was concentrated to a residue which was taken up in diethylether. The ether solution was washed with 10% NaHSO3, water, several portions of 1 M NaOH, and brine, then dried with anhydrous Na2SO4. Upon filtration and concentr...